From a dataset of the Open Reaction Database (ORD), a public repository of structured organic reaction records. describe an organic reaction: reactants, conditions, products, and yield The reactants are C(C)N(CC)S(F)(F)F ((diethylamino)sulfur trifluoride), FC1=CC=C(C=C1)CC(O)C1=CC=C(C=C1)S(=O)(=O)C1=CC=CC=C1 (2-(4-fluorophenyl)-1-[4-(phenylsulfonyl)phenyl]ethanol), C(O)([O-])=O.[Na+] (sodium hydrogencarbonate). Solvent: ClCCl (dichloromethane). Reaction conditions: time 30 minute. The product is FC1=CC=C(C=C1)CC(C1=CC=C(C=C1)S(=O)(=O)C1=CC=CC=C1)F (1-fluoro-4-{2-fluoro-2-[4-(phenylsulfonyl)phenyl]ethyl}benzene). Reaction SMILES: [F:1][C:2]1[CH:7]=[CH:6][C:5]([CH2:8][CH:9]([C:11]2[CH:16]=[CH:15][C:14]([S:17]([C:20]3[CH:25]=[CH:24][CH:23]=[CH:22][CH:21]=3)(=[O:19])=[O:18])=[CH:13][CH:12]=2)O)=[CH:4][CH:3]=1.C(N(S(F)(F)[F:32])CC)C.C(=O)([O-])O.[Na+]>ClCCl>[F:1][C:2]1[CH:7]=[CH:6][C:5]([CH2:8][CH:9]([F:32])[C:11]2[CH:16]=[CH:15][C:14]([S:17]([C:20]3[CH:25]=[CH:24][CH:23]=[CH:22][CH:21]=3)(=[O:19])=[O:18])=[CH:13][CH:12]=2)=[CH:4][CH:3]=1 |f:2.3|. Procedure: 2-(4-Fluorophenyl)-1-[4-(phenylsulfonyl)phenyl]ethanol (Example 118, 100 mg, 0.28 mmol) was dissolved in dichloromethane (5 mL) and (diethylamino)sulfur trifluoride (0.05 mL, 0.32 mmol) added. The reaction was stirred at room temperature for 30 minutes. Saturated sodium hydrogencarbonate was added and the products extracted into ethyl acetate. The organic layer was dried over MgSO4 and evaporated. The residue was triturated with diethyl ether/isohexane to give the title compound as a beige solid...